This data is from the Open Reaction Database (ORD), a public repository of structured organic reaction records. The task is: describe an organic reaction: reactants, conditions, products, and yield Starting materials: CCOC(C)=O, CO, CC1CCN(Cc2ccc(C=CC(=O)Nc3ccc(-c4ccc(Cl)cc4)cc3)cc2)CC1. Product: CC1CCN(Cc2ccc(CCC(=O)Nc3ccc(-c4ccc(Cl)cc4)cc3)cc2)CC1. RXN SMILES: [CH3:33][CH2:34][O:35][C:36](=[O:37])[CH3:38].[CH3:39][OH:40].[Cl:1][c:2]1[cH:3][cH:4][c:5](-[c:8]2[cH:9][cH:10][c:11]([NH:14][C:15]([CH:16]=[CH:17][c:18]3[cH:19][cH:20][c:21]([CH2:24][N:25]4[CH2:26][CH2:27][CH:28]([CH3:31])[CH2:29][CH2:30]4)[cH:22][cH:23]3)=[O:32])[cH:12][cH:13]2)[cH:6][cH:7]1>>[Cl:1][c:2]1[cH:3][cH:4][c:5](-[c:8]2[cH:9][cH:10][c:11]([NH:14][C:15]([CH2:16][CH2:17][c:18]3[cH:19][cH:20][c:21]([CH2:24][N:25]4[CH2:26][CH2:27][CH:28]([CH3:31])[CH2:29][CH2:30]4)[cH:22][cH:23]3)=[O:32])[cH:12][cH:13]2)[cH:6][cH:7]1. The reactants are ClC1=NC=NC(=C1)OC1=CC=C(C=C1)NC(=O)NC1=CC(=C(C=C1)CN1CCCCC1)C(F)(F)F (N-(4-(4-chloropyrimidin-6-yl-oxy)-phenyl)-N′-(3-trifluoromethyl-4-(piperidin-1-ylmethyl)-phenyl)-urea), [N-]=[N+]=[N-].[Na+] (NaN3). Solvent: CN(C)C=O (DMF). Reaction conditions: temperature 70 celsius, time 2 hour. The product is N(=[N+]=[N-])C1=NC=NC(=C1)OC1=CC=C(C=C1)NC(=O)NC1=CC(=C(C=C1)CN1CCCCC1)C(F)(F)F (N-(4-(4-Azidopyrimidin-6-yl-oxy)-phenyl)-N′-(3-trifluoromethyl-4-(piperidin-1-ylmethyl)-phenyl)-urea). Reaction SMILES: Cl[C:2]1[CH:7]=[C:6]([O:8][C:9]2[CH:14]=[CH:13][C:12]([NH:15][C:16]([NH:18][C:19]3[CH:24]=[CH:23][C:22]([CH2:25][N:26]4[CH2:31][CH2:30][CH2:29][CH2:28][CH2:27]4)=[C:21]([C:32]([F:35])([F:34])[F:33])[CH:20]=3)=[O:17])=[CH:11][CH:10]=2)[N:5]=[CH:4][N:3]=1.[N-:36]=[N+:37]=[N-:38].[Na+]>CN(C=O)C>[N:36]([C:2]1[CH:7]=[C:6]([O:8][C:9]2[CH:14]=[CH:13][C:12]([NH:15][C:16]([NH:18][C:19]3[CH:24]=[CH:23][C:22]([CH2:25][N:26]4[CH2:31][CH2:30][CH2:29][CH2:28][CH2:27]4)=[C:21]([C:32]([F:35])([F:34])[F:33])[CH:20]=3)=[O:17])=[CH:11][CH:10]=2)[N:5]=[CH:4][N:3]=1)=[N+:37]=[N-:38] |f:1.2|. Procedure: A mixture of N-(4-(4-chloropyrimidin-6-yl-oxy)-phenyl)-N′-(3-trifluoromethyl-4-(piperidin-1-ylmethyl)-phenyl)-urea (Example 128; 350 mg, 0.69 mmol) and NaN3 (91 mg, 1.4 mmol) in 7 ml of DMF is stirred for 2 h at 70° C. The resulting mixture is concentrated in vacuo, the residue diluted with AcOEt and water, the aqueous layer separated off and extracted twice with AcOEt. The organic phases are washed with water and brine, dried (Na2SO4) and concentrated to yield the title compound: MS: [M+1]+=513... The reactants are C1(CCCCC1)=NO (cyclohexanone oxime), OS(=O)(=O)O.O=S(=O)=O (oleum). The product is S(=O)(=O)(O)O.C1(CCCCCN1)=O (caprolactam sulfate). RXN SMILES: [C:1]1(=[N:7]O)[CH2:6][CH2:5][CH2:4][CH2:3][CH2:2]1.[OH:9][S:10]([OH:13])(=[O:12])=[O:11].[O:14]=S(=O)=O>>[S:10]([OH:13])([OH:12])(=[O:11])=[O:9].[C:1]1(=[O:14])[NH:7][CH2:2][CH2:3][CH2:4][CH2:5][CH2:6]1 |f:1.2,3.4|. Procedure details: The cyclohexanone oxime thus obtained was rearranged with oleum to give caprolactam sulfate. Caprolactam sulfate and excess sulfuric acid were neutralized with ammonia. Starting materials: C(C)(C)(C)C=1C(=C(C=O)C(=C(C1)Cl)C)O (3-tert-butyl-5-chloro-2-hydroxy-6-methyl-benzaldehyde), NC1=C(C=CC(=C1)Cl)S(=O)(=O)N (2-amino-4-chlorobenzenesulfonamide), ClCl (Cl2). Product: C(C)(C)(C)C1=CC(=C(C(=C1O)C=1NS(C2=C(N1)C=C(C=C2)Cl)(=O)=O)C)Cl (6-tert-Butyl-4-chloro-2-(6-chloro-1,1-dioxo-1,2-dihydro-1λ6-benzo[1,2,4]thiadiazin-3-yl)-3-methylphenol). As a reaction SMILES: [C:1]([C:5]1[C:6]([OH:15])=[C:7]([C:10]([CH3:14])=[C:11]([Cl:13])[CH:12]=1)[CH:8]=O)([CH3:4])([CH3:3])[CH3:2].[NH2:16][C:17]1[CH:22]=[C:21]([Cl:23])[CH:20]=[CH:19][C:18]=1[S:24]([NH2:27])(=[O:26])=[O:25].ClCl>>[C:1]([C:5]1[C:6]([OH:15])=[C:7]([C:8]2[NH:27][S:24](=[O:26])(=[O:25])[C:18]3[CH:19]=[CH:20][C:21]([Cl:23])=[CH:22][C:17]=3[N:16]=2)[C:10]([CH3:14])=[C:11]([Cl:13])[CH:12]=1)([CH3:4])([CH3:3])[CH3:2]. Procedure: From 3-tert-butyl-5-chloro-2-hydroxy-6-methyl-benzaldehyde and 2-amino-4-chlorobenzenesulfonamide; LC-MS: m/z 413/415/417 (M+H; Cl2 isotope pattern). Reactants: Cl (hydrochloric acid), C1(CCCCCCC1)=O (cyclooctanone), C(CCC)N (butylamine), C([O-])([O-])=O.[Na+].[Na+] (sodium carbonate), imine, COC(=O)C(C(=O)OC)C(=O)OC (trimethylmethane tricarboxylic acid). Run in C(C)(=O)OCC (ethyl acetate). Reaction conditions: time 15 hour. Yields the product C(CCC)N1C2=C(C(=C(C1=O)C(=O)OC)O)CCCCCC2 (methyl 1-butyl-4-hydroxy-2-oxo-1,2,5,6,7,8,9,10-octahydro-cycloocta[b]pyridine-3-carboxylate). As a reaction SMILES: Cl.[C:2]1(=O)[CH2:9][CH2:8][CH2:7][CH2:6][CH2:5][CH2:4][CH2:3]1.[CH2:11]([NH2:15])[CH2:12][CH2:13][CH3:14].C(=O)([O-])[O-].[Na+].[Na+].[CH3:22][O:23][C:24]([CH:26]([C:31](OC)=[O:32])[C:27](OC)=[O:28])=[O:25]>C(OCC)(=O)C>[CH2:11]([N:15]1[C:27](=[O:28])[C:26]([C:24]([O:23][CH3:22])=[O:25])=[C:31]([OH:32])[C:3]2[CH2:4][CH2:5][CH2:6][CH2:7][CH2:8][CH2:9][C:2]1=2)[CH2:12][CH2:13][CH3:14] |f:3.4.5|. Reported procedure: A concentrated hydrochloric acid was added to a mixture of cyclooctanone (3.84 g, 30.43 mmol) and butylamine (3.01 mL, 30.43 mmol) by two drops, and the mixture was stirred at room temperature for 15 hours. Diluted sodium carbonate aqueous solution and ethyl acetate were added in the reaction mixture to separate the mixture, and the organic layer was washed with water and saturated saline. After the organic layer had been dried, the solvent was removed by distillation and 4.72 g of colorless oil... Reactants: CCOC(=O)C=O, CCCCCNN, CCO. Yields the product CCCCCNN=CC(=O)OCC. Reaction SMILES: [CH2:1]([CH3:2])[O:3][C:4]([CH:5]=[O:6])=[O:7].[CH2:8]([CH2:9][CH2:10][CH2:11][CH3:12])[NH:13][NH2:14].[CH3:15][CH2:16][OH:17]>>[CH2:1]([CH3:2])[O:3][C:4]([CH:5]=[N:14][NH:13][CH2:8][CH2:9][CH2:10][CH2:11][CH3:12])=[O:7].